The task is: describe an organic reaction: reactants, conditions, products, and yield. This data is from the Open Reaction Database (ORD), a public repository of structured organic reaction records. Reagents/catalysts: catalyst. RXN SMILES: [C:1](#[N:8])[CH2:2][CH2:3][CH2:4][CH2:5][C:6]#[N:7].[CH2:9]([NH2:12])[CH2:10][CH3:11]>>[C:6]([CH2:5][CH2:4][CH2:3][CH2:2][CH2:1][N:8]([CH2:4][CH2:5][CH3:6])[CH2:1][CH2:2][CH2:3][CH2:11][CH2:10][C:9]#[N:12])#[N:7]. Product: C(#N)CCCCCN(CCCCCC#N)CCC (bis(5-Cyanopentyl)aminopropane). Reactants: C(CCCCC#N)#N (adiponitrile), C(CC)N (propylamine), dinitrile, primary amine. Procedure details: 116.0 g of adiponitrile and 15.7 mL of propylamine, (4 to 1 ratio of dinitrile to primary amine) were charged to a 300 cc autoclave along with 2.8 grams of catalyst (5 wt. % Pd on alumina powder). After purging with nitrogen, the reaction was pressurized to 50 psig with hydrogen and heating was commenced. Hydrogen was continuously replenished. After the temperature reached 110° C., stirring was increased to 1000 rpm and the hydrogen pressure was increased to 500 psig. The temperature and pressur... The product is CC(=O)O, CC(O)C(C)(N)CO. Starting materials: CC(=O)O, CC(O)C(C)(CO)[N+](=O)[O-], CC(O)C(C)(N)C(C)O. Reaction SMILES: [C:1]([CH3:2])(=[O:3])[OH:4].[CH3:14][C:15]([N+:16]([O-:17])=[O:18])([CH:19]([OH:20])[CH3:21])[CH2:22][OH:23].[NH2:5][C:6]([CH:7]([CH3:8])[OH:9])([CH:10]([CH3:11])[OH:12])[CH3:13]>>[C:1]([CH3:2])(=[O:3])[OH:4].[NH2:5][C:6]([CH:7]([CH3:8])[OH:9])([CH2:10][OH:12])[CH3:13]. Reactants: Cc1ccccc1, COc1ccc(Cl)nn1, [Na+], [Na+], O=C([O-])[O-], OB(O)c1ccccc1, c1ccc(P(c2ccccc2)(c2ccccc2)[Pd](P(c2ccccc2)(c2ccccc2)c2ccccc2)(P(c2ccccc2)(c2ccccc2)c2ccccc2)P(c2ccccc2)(c2ccccc2)c2ccccc2)cc1. Product: COc1ccc(-c2ccccc2)nn1. RXN SMILES: [CH3:25][c:26]1[cH:27][cH:28][cH:29][cH:30][cH:31]1.[Cl:1][c:2]1[n:3][n:4][c:5]([O:8][CH3:9])[cH:6][cH:7]1.[Na+:19].[Na+:20].[O-:21][C:22](=[O:23])[O-:24].[c:10]1([B:16]([OH:17])[OH:18])[cH:11][cH:12][cH:13][cH:14][cH:15]1.[cH:32]1[cH:33][cH:34][c:35]([P:36]([Pd:37]([P:38]([c:39]2[cH:40][cH:41][cH:42][cH:43][cH:44]2)([c:45]2[cH:46][cH:47][cH:48][cH:49][cH:50]2)[c:51]2[cH:52][cH:53][cH:54][cH:55][cH:56]2)([P:57]([c:58]2[cH:59][cH:60][cH:61][cH:62][cH:63]2)([c:64]2[cH:65][cH:66][cH:67][cH:68][cH:69]2)[c:70]2[cH:71][cH:72][cH:73][cH:74][cH:75]2)[P:76]([c:77]2[cH:78][cH:79][cH:80][cH:81][cH:82]2)([c:83]2[cH:84][cH:85][cH:86][cH:87][cH:88]2)[c:89]2[cH:90][cH:91][cH:92][cH:93][cH:94]2)([c:95]2[cH:96][cH:97][cH:98][cH:99][cH:100]2)[c:101]2[cH:102][cH:103][cH:104][cH:105][cH:106]2)[cH:107][cH:108]1>>[c:2]1(-[c:10]2[cH:11][cH:12][cH:13][cH:14][cH:15]2)[n:3][n:4][c:5]([O:8][CH3:9])[cH:6][cH:7]1.